Task: describe an organic reaction: reactants, conditions, products, and yield. Dataset: the Open Reaction Database (ORD), a public repository of structured organic reaction records Starting materials: ClC1=CC=C(C=C1)Cl (paradichlorobenzene), ClC1(C(=C(C(=C1Cl)Cl)Cl)Cl)Cl (hexachlorocyclopentadiene), [Cl-].[Al+3].[Cl-].[Cl-] (aluminum chloride), Cl (hydrogen chloride). Run in ClC(=C(Cl)Cl)Cl (perchloroethylene), O (water). Reaction conditions: time 30 minute. The product is ClC1=C(C=CC(=C1)Cl)C1(C(=C(C(=C1Cl)Cl)Cl)Cl)Cl (2,4-dichlorophenyl pentachlorocyclopentadiene). As a reaction SMILES: Cl[C:2]1[CH:7]=[CH:6][C:5]([Cl:8])=[CH:4][CH:3]=1.[Cl:9][C:10]1(Cl)[C:14]([Cl:15])=[C:13]([Cl:16])[C:12]([Cl:17])=[C:11]1[Cl:18].[Cl-:20].[Al+3].[Cl-].[Cl-].Cl>ClC(Cl)=C(Cl)Cl.O>[Cl:20][C:3]1[CH:4]=[C:5]([Cl:8])[CH:6]=[CH:7][C:2]=1[C:14]1([Cl:15])[C:10]([Cl:9])=[C:11]([Cl:18])[C:12]([Cl:17])=[C:13]1[Cl:16] |f:2.3.4.5|. Procedure: A mixture of 294 grams (2.0 moles) of paradichlorobenzene, 819 grams (3.0 moles) of hexachlorocyclopentadiene, and 15 grams of aluminum chloride, in 300 grams of perchloroethylene was heated at 80°-92° centigrade for two hours during which time a total of 103 grams of hydrogen chloride was evolved. Ten milliliters of water and 20 grams of Superfiltrol absorbent were added and the reaction mixture was stirred at 60° centigrade for 30 minutes and then filtered with suction. The filtrate was distil... The reactants are [Si](C)(C)(C(C)(C)C)OC[C@@H](C1=CC=CC=C1)NC(=O)C1=C(N=C2N1C=CC=C2O)C (N-[(1R)-2-{[tert-butyl(dimethyl)silyl]oxy}-1-phenylethyl]-8-hydroxy-2-methylimidazo[1,2-a]pyridine-3-carboxamide), C1(CCCC1)CO (cyclopentylmethanol), C(CCC)P(CCCC)(CCCC)=CC#N ((tributylphosphoranylidene)acetonitrile). Run in C1(=CC=CC=C1)C (toluene). Run at temperature 110 celsius, time 16 hour. Yields the product [Si](C)(C)(C(C)(C)C)OC[C@@H](C1=CC=CC=C1)NC(=O)C1=C(N=C2N1C=CC=C2OCC2CCCC2)C (N-[(1R)-2-{[tert-butyl(dimethyl)silyl]oxy}-1-phenylethyl]-8-(cyclopentylmethoxy)-2-methylimidazo[1,2-a]pyridine-3-carboxamide). As a reaction SMILES: [Si:1]([O:8][CH2:9][C@H:10]([NH:17][C:18]([C:20]1[N:24]2[CH:25]=[CH:26][CH:27]=[C:28]([OH:29])[C:23]2=[N:22][C:21]=1[CH3:30])=[O:19])[C:11]1[CH:16]=[CH:15][CH:14]=[CH:13][CH:12]=1)([C:4]([CH3:7])([CH3:6])[CH3:5])([CH3:3])[CH3:2].[CH:31]1([CH2:36]O)[CH2:35][CH2:34][CH2:33][CH2:32]1.C(P(=CC#N)(CCCC)CCCC)CCC>C1(C)C=CC=CC=1>[Si:1]([O:8][CH2:9][C@H:10]([NH:17][C:18]([C:20]1[N:24]2[CH:25]=[CH:26][CH:27]=[C:28]([O:29][CH2:36][CH:31]3[CH2:35][CH2:34][CH2:33][CH2:32]3)[C:23]2=[N:22][C:21]=1[CH3:30])=[O:19])[C:11]1[CH:16]=[CH:15][CH:14]=[CH:13][CH:12]=1)([C:4]([CH3:7])([CH3:6])[CH3:5])([CH3:3])[CH3:2]. Reported procedure: A mixture of 120 mg of N-[(1R)-2-{[tert-butyl(dimethyl)silyl]oxy}-1-phenylethyl]-8-hydroxy-2-methylimidazo[1,2-a]pyridine-3-carboxamide, 60 μl of cyclopentylmethanol, 156 μl of (tributylphosphoranylidene)acetonitrile, and 2.4 ml of toluene was stirred at 110° C. for 16 hours, followed by purification using silica gel chromatography, to obtain 100 mg of N-[(1R)-2-{[tert-butyl(dimethyl)silyl]oxy}-1-phenylethyl]-8-(cyclopentylmethoxy)-2-methylimidazo[1,2-a]pyridine-3-carboxamide. Reactants: C(C)(=O)OC1=CC=2CN(CCC2S1)[C@H](C(=O)OC)C1=C(C=CC=C1)Cl ((S)-methyl 2-(2-acetoxy-6,7-dihydrothieno[3,2-c]pyridin-5(4H)-yl)-2-(2-chlorophenyl)-acetate), Cl (hydrogen chloride). Run in C(C)OCC (diethyl ether). Reaction conditions: temperature -10 celsius. The product is Cl.C(C)(=O)OC1=CC=2CN(CCC2S1)[C@H](C(=O)OC)C1=C(C=CC=C1)Cl ((S)-Methyl 2-(2-acetoxy-6,7-dihydrothieno[3,2-c]pyridin-5(4H)-yl)-2-(2-chlorophenyl)-acetate hydrochloride). Isolated yield 178.9%. As a reaction SMILES: [C:1]([O:4][C:5]1[S:13][C:12]2[CH2:11][CH2:10][N:9]([C@@H:14]([C:19]3[CH:24]=[CH:23][CH:22]=[CH:21][C:20]=3[Cl:25])[C:15]([O:17][CH3:18])=[O:16])[CH2:8][C:7]=2[CH:6]=1)(=[O:3])[CH3:2].Cl>C(OCC)C>[ClH:25].[C:1]([O:4][C:5]1[S:13][C:12]2[CH2:11][CH2:10][N:9]([C@@H:14]([C:19]3[CH:24]=[CH:23][CH:22]=[CH:21][C:20]=3[Cl:25])[C:15]([O:17][CH3:18])=[O:16])[CH2:8][C:7]=2[CH:6]=1)(=[O:3])[CH3:2] |f:3.4|. Procedure: 103 mg of (S)-methyl 2-(2-acetoxy-6,7-dihydrothieno[3,2-c]pyridin-5(4H)-yl)-2-(2-chlorophenyl)-acetate (I-2) was dissolved in 6 ml of diethyl ether, and stirred in an ice-salt bath at −10° C. A hydrogen chloride saturated ethanol solution (0.2 ml) was added slowly dropwise, till the system reached about pH 2, at which a white solid was precipitated immediately. It was stirred for 5 min, allowed to stand, quickly filtered under a nitrogen atmosphere, and washed with a suitable amount of diethyl e... The reactants are [Si](C)(C)(C(C)(C)C)OCCN1C(=NC2=C1C=CC=C2)NC2CCN(CC2)C(=O)OCC ((1-(2-(t-butyldimethylsilyloxy)ethyl)-1H-benzimidazol-2-yl)(1-(ethoxycarbonyl)piperidin-4-yl)amine), [F-].[NH4+] (ammonium fluoride), C([O-])(O)=O.[Na+] (sodium bicarbonate). Solvent: CO (methanol). Conditions: temperature 60 celsius, time 2.5 hour. Yields the product OCCN1C(=NC2=C1C=CC=C2)NC2CCN(CC2)C(=O)OCC ((1-(2-hydroxyethyl)-1H-benzimidazol-2-yl)(1-(ethoxycarbonyl)piperidin-4-yl)amine). As a reaction SMILES: [Si]([O:8][CH2:9][CH2:10][N:11]1[C:15]2[CH:16]=[CH:17][CH:18]=[CH:19][C:14]=2[N:13]=[C:12]1[NH:20][CH:21]1[CH2:26][CH2:25][N:24]([C:27]([O:29][CH2:30][CH3:31])=[O:28])[CH2:23][CH2:22]1)(C(C)(C)C)(C)C.[F-].[NH4+].C(=O)(O)[O-].[Na+]>CO>[OH:8][CH2:9][CH2:10][N:11]1[C:15]2[CH:16]=[CH:17][CH:18]=[CH:19][C:14]=2[N:13]=[C:12]1[NH:20][CH:21]1[CH2:26][CH2:25][N:24]([C:27]([O:29][CH2:30][CH3:31])=[O:28])[CH2:23][CH2:22]1 |f:1.2,3.4|. Reported procedure: Combine (1-(2-(t-butyldimethylsilyloxy)ethyl)-1H-benzimidazol-2-yl)(1-(ethoxycarbonyl)piperidin-4-yl)amine (0.53 g, 12 mmol) and ammonium fluoride (2.667 g, 72 mmol) in methanol (60 mL). Heat to about 60° C. After 2.5 hours, cool, evaporate in vacuo and partition the evaporated reaction mixture between dichloromethane and a saturated aqueous sodium bicarbonate solution. Separate the layers and extract the organic layer twice with water and then brine. Dry the organic layer over MgSO4, filter, an... Reactants: C(C)C1=CN=C(O1)C1=CC2=C(O1)C=CC=C2O (2-(5-ethyloxazol-2-yl)-4-hydroxybenzo(b)furan), S(=O)(=O)(OC[C@@H]1CO1)C1=CC=C([N+](=O)[O-])C=C1 ((S)-glycidyl nosylate), C([O-])([O-])=O.[K+].[K+] (potassium carbonate). Yields the product crude product, C(C)C1=CN=C(O1)C1=CC2=C(O1)C=CC=C2OC[C@@H]2CO2 ((S)-2-(5-ethyloxazol-2-yl)-4-glycidyloxybenzo(b)furan). Isolated yield 99.7%. Reaction SMILES: [CH2:1]([C:3]1[O:7][C:6]([C:8]2[O:12][C:11]3[CH:13]=[CH:14][CH:15]=[C:16]([OH:17])[C:10]=3[CH:9]=2)=[N:5][CH:4]=1)[CH3:2].S(C1C=CC([N+]([O-])=O)=CC=1)(O[CH2:22][C@H:23]1[O:25][CH2:24]1)(=O)=O.C(=O)([O-])[O-].[K+].[K+]>>[CH2:1]([C:3]1[O:7][C:6]([C:8]2[O:12][C:11]3[CH:13]=[CH:14][CH:15]=[C:16]([O:17][CH2:22][C@H:23]4[O:25][CH2:24]4)[C:10]=3[CH:9]=2)=[N:5][CH:4]=1)[CH3:2] |f:2.3.4|. Procedure: By the reactions in the same manner as in Starting Material Synthesis Example 1 using 2-(5-ethyloxazol-2-yl)-4-hydroxybenzo(b)furan (1.10 g), (S)-glycidyl nosylate (1.24 g) and potassium carbonate (1.99 g), a crude product of the title compound (1.36 g) was obtained as pale-yellow crystals. RXN SMILES: C(=O)([O-])[O-].[K+].[K+].C([O:9][C:10]([CH:12]1[CH:16]([CH:17]=[C:18]([F:20])[F:19])[CH2:15][N:14]([CH2:21][C:22]2[CH:27]=[CH:26][C:25]([O:28][CH3:29])=[CH:24][C:23]=2[O:30][CH3:31])[C:13]1=[O:32])=[O:11])C>O.CO>[F:20][C:18]([F:19])=[CH:17][CH:16]1[CH2:15][N:14]([CH2:21][C:22]2[CH:27]=[CH:26][C:25]([O:28][CH3:29])=[CH:24][C:23]=2[O:30][CH3:31])[C:13](=[O:32])[CH:12]1[C:10]([OH:11])=[O:9] |f:0.1.2|. The reactants are C([O-])([O-])=O.[K+].[K+] (potassium carbonate), C(C)OC(=O)C1C(N(CC1C=C(F)F)CC1=C(C=C(C=C1)OC)OC)=O (4-(2,2-difluoro-vinyl)-1-(2,4-dimethoxy-benzyl)-2-oxo-pyrrolidine-3-carboxylic acid ethyl ester). Product: FC(=CC1C(C(N(C1)CC1=C(C=C(C=C1)OC)OC)=O)C(=O)O)F (4-(2,2-difluoro-vinyl)-1-(2,4-dimethoxy-benzyl)-2-oxo-pyrrolidine-3-carboxylic acid). Conditions: time 18 hour. Isolated yield 89.0%. Solvent: O (water), CO (methanol). Procedure details: A solution of potassium carbonate (581 g, 4.20 mol) in water (4 L) is added to a stirred refluxed solution of (H) in methanol (1 L). The mixture is stirred for 18 h, washed with toluene (2×5 L) and acidified to a pH<2 with concentrated HCl (750 mL). The aqueous layer is extracted with ethyl acetate. This organic layer is washed with water, dried over anhydrous MgSO4 and concentrated to give 615 g of (K) (yield=89%)